From a dataset of the Open Reaction Database (ORD), a public repository of structured organic reaction records. describe an organic reaction: reactants, conditions, products, and yield Starting materials: CN(C)c1ccncc1, CC(C)N1CCC(NS(=O)(=O)CCNC(=O)c2ccc(Cl)s2)CC1, ClCCl, CCCN=C=O. Yields the product CCCNC(=O)N(C1CCN(C(C)C)CC1)S(=O)(=O)CCNC(=O)c1ccc(Cl)s1. As a reaction SMILES: [CH3:34][N:35]([c:36]1[cH:37][cH:38][n:39][cH:40][cH:41]1)[CH3:42].[CH:1]([CH3:2])([CH3:3])[N:4]1[CH2:5][CH2:6][CH:7]([NH:10][S:11](=[O:12])(=[O:13])[CH2:14][CH2:15][NH:16][C:17](=[O:18])[c:19]2[s:20][c:21]([Cl:24])[cH:22][cH:23]2)[CH2:8][CH2:9]1.[Cl:31][CH2:32][Cl:33].[N:25](=[C:26]=[O:27])[CH2:28][CH2:29][CH3:30]>>[CH:1]([CH3:2])([CH3:3])[N:4]1[CH2:5][CH2:6][CH:7]([N:10]([S:11](=[O:12])(=[O:13])[CH2:14][CH2:15][NH:16][C:17](=[O:18])[c:19]2[s:20][c:21]([Cl:24])[cH:22][cH:23]2)[C:26]([NH:25][CH2:28][CH2:29][CH3:30])=[O:27])[CH2:8][CH2:9]1. The reactants are C1(=CC=CC=C1)C1CC(NN1)=O (5-phenylpyrazolin-3-one), [H-].[Na+] (sodium hydride), ClCC#N (chloroacetonitrile). Run in CN(C=O)C (dimethyl formamide). The product is C(#N)COC1=NNC(=C1)C1=CC=CC=C1 (3-cyanomethoxy-5-phenylpyrazole). Reaction SMILES: [C:1]1([CH:7]2[NH:11][NH:10][C:9](=[O:12])[CH2:8]2)[CH:6]=[CH:5][CH:4]=[CH:3][CH:2]=1.[H-].[Na+].Cl[CH2:16][C:17]#[N:18]>CN(C)C=O>[C:17]([CH2:16][O:12][C:9]1[CH:8]=[C:7]([C:1]2[CH:2]=[CH:3][CH:4]=[CH:5][CH:6]=2)[NH:11][N:10]=1)#[N:18] |f:1.2|. Reported procedure: In an analogous manner to the method described in Example 1B, 40 g 5-phenylpyrazolin-3-one in 120 ml dimethyl formamide were first deprotonated by reaction with 5.6 g of an 80% oily sodium hydride preparation and subsequently reacted with 11 ml chloroacetonitrile to form 3-cyanomethoxy-5-phenylpyrazole. Melting point: 143° C. Reactants: C(C)N(C(=O)C1=C(C=CC=C1)SC=1[C@@H]([C@H]2N(C1C(=O)OCC1=CC=C(C=C1)[N+](=O)[O-])C([C@@H]2[C@@H](C)O)=O)C)CC (4-Nitrobenzyl (1R,5S,6S)-2-(2-diethylcarbamoylphenylthio)-1-methyl-6-[1(R)-hydroxyethyl]-1-carbapen-2-em-3-carboxylate), aqueous solution, C(O)([O-])=O.[Na+] (sodium hydrogencarbonate), ClC1=CC(=CC=C1)C(=O)OO (m-chloroperbenzoic acid), S(=O)([O-])[O-].[Na+].[Na+] (sodium sulfite). Solvent: C(Cl)Cl (methylene cloride), C(Cl)Cl (methylene chloride). Conditions: time 90 minute. Yields the product C(C)N(C(=O)C1=C(C=CC=C1)S(=O)C=1[C@@H]([C@H]2N(C1C(=O)OCC1=CC=C(C=C1)[N+](=O)[O-])C([C@@H]2[C@@H](C)O)=O)C)CC (4-Nitrobenzyl (1R,5S,6S)-2-(2-diethylcarbamoylphenylsulfinyl)-1-methyl-6-[1(R)-hydroxyethyl]1-carbapen-2-em-3-carboxylate). Isolated yield 25.0%. Reaction SMILES: [CH2:1]([N:3]([CH2:38][CH3:39])[C:4]([C:6]1[CH:11]=[CH:10][CH:9]=[CH:8][C:7]=1[S:12][C:13]1[C@H:14]([CH3:37])[C@@H:15]2[C@@H:32]([C@H:33]([OH:35])[CH3:34])[C:31](=[O:36])[N:16]2[C:17]=1[C:18]([O:20][CH2:21][C:22]1[CH:27]=[CH:26][C:25]([N+:28]([O-:30])=[O:29])=[CH:24][CH:23]=1)=[O:19])=[O:5])[CH3:2].C(=O)([O-])[OH:41].[Na+].ClC1C=CC=C(C(OO)=O)C=1.S([O-])([O-])=O.[Na+].[Na+]>C(Cl)Cl>[CH2:38]([N:3]([CH2:1][CH3:2])[C:4]([C:6]1[CH:11]=[CH:10][CH:9]=[CH:8][C:7]=1[S:12]([C:13]1[C@H:14]([CH3:37])[C@@H:15]2[C@@H:32]([C@H:33]([OH:35])[CH3:34])[C:31](=[O:36])[N:16]2[C:17]=1[C:18]([O:20][CH2:21][C:22]1[CH:23]=[CH:24][C:25]([N+:28]([O-:30])=[O:29])=[CH:26][CH:27]=1)=[O:19])=[O:41])=[O:5])[CH3:39] |f:1.2,4.5.6|. Procedure details: 10 ml of a methylene cloride solution containing 554 mg (1.00 mmol) of 4-nitrobenzyl (1R,5S,6S)-2-(2-diethylcarbamoylphenylthio)-1-methyl-6-[1(R)-hydroxyethyl]-1-carbapen-2-em-3-carboxylate (prepared as described in Example 37) were cooled in an ice bath, and then 1.5 ml (1.5 mmol) of a 1M aqueous solution of sodium hydrogencarbonate and then 215 mg (1.00 mmol) of m-chloroperbenzoic acid (80% purity) were added, and the reaction solution was stirred for 90 minutes at the same temperature. At the... Reactants: C(#N)C(C(=O)OCC)(CCC)C ((-)-ethyl 2-cyano-2-methylpentanoate), [Cl-].[Li+] (lithium chloride), [BH4-].[Na+] (sodium borohydride), C(CC(O)(C(=O)O)CC(=O)O)(=O)O (citric acid). Yields the product C(#N)C(CO)(CCC)C ((+)-2-cyano-2-methylpentanol). The yield is 0.5%. Reaction SMILES: [C:1]([C:3]([CH3:12])([CH2:9][CH2:10][CH3:11])[C:4](OCC)=[O:5])#[N:2].[Cl-].[Li+].[BH4-].[Na+].C(O)(=O)CC(CC(O)=O)(C(O)=O)O>O1CCCC1.C(O)C>[C:1]([C:3]([CH3:12])([CH2:9][CH2:10][CH3:11])[CH2:4][OH:5])#[N:2] |f:1.2,3.4|. Procedure details: A solution of 2.28 g(13.5 mM) of (-)-ethyl 2-cyano-2-methylpentanoate in 22 ml of dry tetrahydrofuran was added dropwise to a mixture of 1.14 mg (27.0 mM) of anhydrous lithium chloride and 1.02 mg (27.0 mM) of sodium borohydride under stirring at room temperature. Then, 44 ml of dry ethanol was added thereto, followed by 16 hours of reaction at room temperature. After the reaction, while the reaction mixture was cooled on an ice bath, 10% citric acid was added until the pH reached 4. A white sol... Run in O1CCCC1 (tetrahydrofuran), C(C)O (ethanol). Starting materials: [Li]CCCC (n-BuLi), C(C)(C)(C)NS(=O)(=O)CC (N-t-butylethanesulfonamide), BrCCCCCCCCCCCCC (1-bromotridecane). Solvent: C1CCOC1 (THF), C1CCOC1 (THF). Conditions: temperature 0 celsius, time 30 minute. Product: CC(CCCCCCCCCCCCC)S(=O)(=O)N (2-pentadecylsulfonamide). Yield: 68.0%. Reaction SMILES: [Li][CH2:2][CH2:3][CH2:4][CH3:5].C([NH:10][S:11](CC)(=[O:13])=[O:12])(C)(C)C.Br[CH2:17][CH2:18][CH2:19][CH2:20][CH2:21][CH2:22][CH2:23][CH2:24][CH2:25][CH2:26][CH2:27]CC>C1COCC1>[CH3:5][CH:4]([S:11]([NH2:10])(=[O:12])=[O:13])[CH2:3][CH2:2][CH2:27][CH2:26][CH2:25][CH2:24][CH2:23][CH2:22][CH2:21][CH2:20][CH2:19][CH2:18][CH3:17]. Reported procedure: n-BuLi (1.6M, 32 mL) was added dropwise to a 0° C. solution of N-t-butylethanesulfonamide (4.0 g, 24 mmoles) in anhydrous THF (80 mL) under dry N2. The solution was stirred for 30 minutes at 0° C. then warmed to room temperature for 30 minutes. It was then cooled back to 0° C. and a solution of 1-bromotridecane (6.4 mL, 25 mmoles) in 10 mL anhydrous THF (distilled from Na--Ph2CO) was added dropwise. The solution was allowed to warm to room temperature overnight, quenched by addition of 1N HCl (6... The reactants are CO, N#CC(c1ccc(Cl)cc1)c1c(Cl)cc([N+](=O)[O-])cc1Cl, [H][H], c1ccsc1. Product: N#CC(c1ccc(Cl)cc1)c1c(Cl)cc(N)cc1Cl. As a reaction SMILES: [CH3:29][OH:30].[Cl:1][c:2]1[c:3]([CH:12]([C:13]#[N:14])[c:15]2[cH:16][cH:17][c:18]([Cl:21])[cH:19][cH:20]2)[c:4]([Cl:11])[cH:5][c:6]([N+:8]([O-:9])=[O:10])[cH:7]1.[H:27][H:28].[cH:22]1[cH:23][s:24][cH:25][cH:26]1>>[Cl:1][c:2]1[c:3]([CH:12]([C:13]#[N:14])[c:15]2[cH:16][cH:17][c:18]([Cl:21])[cH:19][cH:20]2)[c:4]([Cl:11])[cH:5][c:6]([NH2:8])[cH:7]1.